describe an organic reaction: reactants, conditions, products, and yield From a dataset of the Open Reaction Database (ORD), a public repository of structured organic reaction records. Starting materials: resultant mixture, C(C)(C)(C)OC(=O)N1CCN(CC1)CCCN (4-(3-Aminopropyl)-piperazine-1-carboxylic acid tert-butyl ester), C1(CC1)NC(=O)C1=CC=CC=2SC(=CC21)C2=NC(=NC=C2F)Cl (2-(2-chloro-5-fluoropyrimidin-4-yl)-benzo[b]thiophene-4-carboxylic acid cyclopropylamide), C(C)(C)N(CC)C(C)C (diisopropylethylamine). Solvent: O1CCOCC1 (1,4-dioxane). Yields the product C(C)(C)(C)OC(=O)N1CCN(CC1)CCCNC1=NC=C(C(=N1)C1=CC2=C(S1)C=CC=C2C(NC2CC2)=O)F (4-{3-[4-(4-cyclopropylcarbamoyl-benzo[b]thiophen-2-yl)-5-fluoropyrimidin-2-ylamino]-propyl}-piperazine-1-carboxylic acid tert-butyl ester). Yield: 72.8%. RXN SMILES: [C:1]([O:5][C:6]([N:8]1[CH2:13][CH2:12][N:11]([CH2:14][CH2:15][CH2:16][NH2:17])[CH2:10][CH2:9]1)=[O:7])([CH3:4])([CH3:3])[CH3:2].[CH:18]1([NH:21][C:22]([C:24]2[C:32]3[CH:31]=[C:30]([C:33]4[C:38]([F:39])=[CH:37][N:36]=[C:35](Cl)[N:34]=4)[S:29][C:28]=3[CH:27]=[CH:26][CH:25]=2)=[O:23])[CH2:20][CH2:19]1.C(N(C(C)C)CC)(C)C>O1CCOCC1>[C:1]([O:5][C:6]([N:8]1[CH2:9][CH2:10][N:11]([CH2:14][CH2:15][CH2:16][NH:17][C:35]2[N:34]=[C:33]([C:30]3[S:29][C:28]4[CH:27]=[CH:26][CH:25]=[C:24]([C:22](=[O:23])[NH:21][CH:18]5[CH2:19][CH2:20]5)[C:32]=4[CH:31]=3)[C:38]([F:39])=[CH:37][N:36]=2)[CH2:12][CH2:13]1)=[O:7])([CH3:4])([CH3:3])[CH3:2]. Reported procedure: (4-(3-Aminopropyl)-piperazine-1-carboxylic acid tert-butyl ester (0.542 g, 2.23 mmol) is added to a stirred suspension of 2-(2-chloro-5-fluoropyrimidin-4-yl)-benzo[b]thiophene-4-carboxylic acid cyclopropylamide (0.388 g, 1.12 mmol) and diisopropylethylamine (0.585 mL, 3.36 mmol) in anhydrous 1,4-dioxane (10 mL) at room temperature under nitrogen. The resultant mixture is heated in an oil bath at 95° C. for 24 hours. At room temperature, the mixture is concentrated and chromatographed on silica g... The reactants are ClC=1C=NC=C(C1C)Cl (3,5-dichloro-4-methylpyridine), COC(=O)C1=CC=C(C=2OCC3(CCOCC3)COC21)OC (9-Methoxy-spiro[2H-1,5-benzodioxepin-3(4H),4′-tetrahydropyran]-6-carboxylic acid methyl ester), [Li+].C[Si](C)(C)[N-][Si](C)(C)C (LiHMDS). Run in C1CCOC1 (THF). The product is ClC=1C=NC=C(C1CC(=O)C1=CC=C(C=2OCC3(CCOCC3)COC21)OC)Cl (2-(3,5-Dichloropyridin-4-yl)-1-{9-methoxy-spiro[2H-1,5-benzodioxepin-3(4H),4′-tetrahydropyran]-6-yl}ethanone). As a reaction SMILES: [Cl:1][C:2]1[CH:3]=[N:4][CH:5]=[C:6]([Cl:9])[C:7]=1[CH3:8].C[O:11][C:12]([C:14]1[C:29]2[O:28][CH2:27][C:21]3([CH2:26][CH2:25][O:24][CH2:23][CH2:22]3)[CH2:20][O:19][C:18]=2[C:17]([O:30][CH3:31])=[CH:16][CH:15]=1)=O.[Li+].C[Si]([N-][Si](C)(C)C)(C)C>C1COCC1>[Cl:1][C:2]1[CH:3]=[N:4][CH:5]=[C:6]([Cl:9])[C:7]=1[CH2:8][C:12]([C:14]1[C:29]2[O:28][CH2:27][C:21]3([CH2:26][CH2:25][O:24][CH2:23][CH2:22]3)[CH2:20][O:19][C:18]=2[C:17]([O:30][CH3:31])=[CH:16][CH:15]=1)=[O:11] |f:2.3|. Reported procedure: Following the general procedure, condensation of 3,5-dichloro-4-methylpyridine (59 mg, 0.36 mmol) with compound 520 (85 mg, 0.28 mmol) in THF (1.5 mL) in the presence of LiHMDS (0.85 mL, 0.85 mmol) afforded compound 127 as a white solid material after purification by column chromatography (60-70% EtOAc in light petroleum). LC-MS: RT=3.70 min.; m/z 438.21, 440.21 (M+H)+, 436.30, 438.27 (M−H)−. 1H NMR (DMSO-d6): δ 8.65 (2H, s), 7.42 (1H, d, J 8.9), 6.87 (1H, d, J 9.0), 4.63 (2H, s), 4.25 (2H, s), ... The reactants are C(Cl)Cl (methylene chloride), O=C[C@H](O)[C@@H](O)[C@H](O)[C@H](O)CO (glucose), O=C[C@H](O)[C@@H](O)[C@H](O)[C@H](O)CO.C(CCC)OBOCCCC (Glucose bis butylboronate). The solvent is O (water), O (water). Run at time 12.5 second. The product is O=C[C@H](O)[C@@H](O)[C@H](O)[C@H](O)CO.C1(=CC=CC=C1)OBOC1=CC=CC=C1 (glucose bis phenylboronate). As a reaction SMILES: C(Cl)Cl.[O:4]=[CH:5][C@@H:6]([C@H:8]([C@@H:10]([C@@H:12]([CH2:14][OH:15])[OH:13])[OH:11])[OH:9])[OH:7].O=[CH:17][C@@H:18]([C@H:20]([C@@H:22]([C@@H:24]([CH2:26]O)O)O)O)[OH:19].C(O[BH:33][O:34][CH2:35][CH2:36][CH2:37][CH3:38])CCC>O>[O:4]=[CH:5][C@@H:6]([C@H:8]([C@@H:10]([C@@H:12]([CH2:14][OH:15])[OH:13])[OH:11])[OH:9])[OH:7].[C:35]1([O:34][BH:33][O:19][C:18]2[CH:17]=[CH:26][CH:24]=[CH:22][CH:20]=2)[CH:36]=[CH:37][CH:38]=[CH:6][CH:5]=1 |f:2.3,5.6|. Reported procedure: A solution of 100 mg/dL of glucose bis phenylboronate and dry methylene chloride was prepared and applied to CLINISTIX® glucose test strip pad. No color development was observed. The pads were then wetted with water and in 2 or 3 minutes color development was observed. Glucose bis butylboronate was similarly applied to CLINISTIX® strips. Again no color was observed upon application. After wetting with water strong color development was observed in 10 to 15 seconds.